Dataset: the Open Reaction Database (ORD), a public repository of structured organic reaction records. Task: describe an organic reaction: reactants, conditions, products, and yield Conditions: time 8 hour. The product is COC(C1=CC=C(C=C1)C(CC(C)C)OC1=CC(=C(C=C1)Br)C1OCCCO1)=O (4-[1-(4-Bromo-3-[1,3]dioxan-2-yl-phenoxy)-3-methyl-butyl]-benzoic acid methyl ester). Procedure: To a solution of 4-(1-hydroxy-3-methyl-butyl)-benzoic acid methyl ester (1600 mg, 7.21 mmol) in toluene (72 mL) is added 1,1′-(azodicarbonyl)dipiperidine (ADDP, 2728 mg, 10.81 mmol) at 0° C., followed by the additions of tributylphosphine (2.69 mL, 10.81 mmol) and 4-bromo-3-[1,3]dioxan-2-yl-phenol (2240 mg, 8.65 mmol). The reaction mixture is warmed up to room temperature and stirred overnight. The mixture is loaded on silica gel, eluted with hexanes with a gradient from 0% of ethyl acetate to 5... Reaction SMILES: [CH3:1][O:2][C:3](=[O:16])[C:4]1[CH:9]=[CH:8][C:7]([CH:10]([OH:15])[CH2:11][CH:12]([CH3:14])[CH3:13])=[CH:6][CH:5]=1.N(C(N1CCCCC1)=O)=NC(N1CCCCC1)=O.C(P(CCCC)CCCC)CCC.[Br:48][C:49]1[CH:54]=[CH:53][C:52](O)=[CH:51][C:50]=1[CH:56]1[O:61][CH2:60][CH2:59][CH2:58][O:57]1>C1(C)C=CC=CC=1>[CH3:1][O:2][C:3](=[O:16])[C:4]1[CH:9]=[CH:8][C:7]([CH:10]([O:15][C:52]2[CH:53]=[CH:54][C:49]([Br:48])=[C:50]([CH:56]3[O:57][CH2:58][CH2:59][CH2:60][O:61]3)[CH:51]=2)[CH2:11][CH:12]([CH3:14])[CH3:13])=[CH:6][CH:5]=1. The solvent is C1(=CC=CC=C1)C (toluene). Reactants: COC(C1=CC=C(C=C1)C(CC(C)C)O)=O (4-(1-hydroxy-3-methyl-butyl)-benzoic acid methyl ester), N(=NC(=O)N1CCCCC1)C(=O)N1CCCCC1 (1,1′-(azodicarbonyl)dipiperidine), BrC1=C(C=C(C=C1)O)C1OCCCO1 (4-bromo-3-[1,3]dioxan-2-yl-phenol), C(CCC)P(CCCC)CCCC (tributylphosphine). Starting materials: FC(C(=O)O)(F)F.FC=1C(=CC=2CCCC(C2C1)(C=1SC(=CN1)C1=NC(=CC(=C1)C)NC1=NC=CC(=C1)C(F)(F)F)O)C(=O)OC (methyl 3-fluoro-5-hydroxy-5-[5-(4-methyl-6-{[4-(trifluoromethyl)pyridin-2-yl]amino}pyridin-2-yl)-1,3-thiazol-2-yl]-5,6,7,8-tetrahydronaphthalene-2-carboxylate, trifluoroacetate salt), [OH-].[K+] (potassium hydroxide), Cl (HCl). Run in O1CCCC1 (tetrahydrofuran). Conditions: time 16 hour. Product: FC=1C(=CC=2CCCC(C2C1)(C=1SC(=CN1)C1=NC(=CC(=C1)C)NC1=NC=CC(=C1)C(F)(F)F)O)C(=O)O ((rac)-3-fluoro-5-hydroxy-5-[5-(4-methyl-6-{[4-(trifluoromethyl)pyridin-2-yl]amino}pyridin-2-yl)-1,3-thiazol-2-yl]-5,6,7,8-tetrahydronaphthalene-2-carboxylic acid). Yield: 71.0%. Reaction SMILES: FC(F)(F)C(O)=O.[F:8][C:9]1[C:10]([C:43]([O:45]C)=[O:44])=[CH:11][C:12]2[CH2:13][CH2:14][CH2:15][C:16]([OH:42])([C:19]3[S:20][C:21]([C:24]4[CH:29]=[C:28]([CH3:30])[CH:27]=[C:26]([NH:31][C:32]5[CH:37]=[C:36]([C:38]([F:41])([F:40])[F:39])[CH:35]=[CH:34][N:33]=5)[N:25]=4)=[CH:22][N:23]=3)[C:17]=2[CH:18]=1.[OH-].[K+].Cl>O1CCCC1>[F:8][C:9]1[C:10]([C:43]([OH:45])=[O:44])=[CH:11][C:12]2[CH2:13][CH2:14][CH2:15][C:16]([OH:42])([C:19]3[S:20][C:21]([C:24]4[CH:29]=[C:28]([CH3:30])[CH:27]=[C:26]([NH:31][C:32]5[CH:37]=[C:36]([C:38]([F:41])([F:39])[F:40])[CH:35]=[CH:34][N:33]=5)[N:25]=4)=[CH:22][N:23]=3)[C:17]=2[CH:18]=1 |f:0.1,2.3|. Reported procedure: To a solution of methyl 3-fluoro-5-hydroxy-5-[5-(4-methyl-6-{[4-(trifluoromethyl)pyridin-2-yl]amino}pyridin-2-yl)-1,3-thiazol-2-yl]-5,6,7,8-tetrahydronaphthalene-2-carboxylate, trifluoroacetate salt (200 mg, 0.297 mmol) in tetrahydrofuran (1.2 mL) under argon was added potassium hydroxide (40% aqueous solution, 834 μl, 5.95 mmol), and the reaction was stirred at rt for 16 h. The pH was adjusted to 5 by the addition of aqueous HCl (2.0 M). The resulting mixture was extracted with ethyl acetate (3...